From a dataset of the Open Reaction Database (ORD), a public repository of structured organic reaction records. describe an organic reaction: reactants, conditions, products, and yield The reactants are C(C)(C)C=1C(NC(NC1C(C1=CC(=CC(=C1)C)C)=O)=O)=O (5-Isopropyl-6-(3,5-dimethylbenzoyl)-2,4-pyrimidinedione), ClCC1=CC=2C(C3=CC=CC=C3C(C2C=C1)=O)=O (2-chloromethyl anthraquinone). Product: C1=C(C=CC=2C(C3=CC=CC=C3C(C12)=O)=O)CN1C(NC(C(=C1C(C1=CC(=CC(=C1)C)C)=O)C(C)C)=O)=O (1-(Anthraquinon-2-ylmethyl)-5-isopropyl-6-(3,5-dimethylbenzoyl)-2,4-pyrimidinedione). Yield: 38.0%. As a reaction SMILES: [CH:1]([C:4]1[C:5](=[O:21])[NH:6][C:7](=[O:20])[NH:8][C:9]=1[C:10](=[O:19])[C:11]1[CH:16]=[C:15]([CH3:17])[CH:14]=[C:13]([CH3:18])[CH:12]=1)([CH3:3])[CH3:2].Cl[CH2:23][C:24]1[CH:37]=[CH:36][C:35]2[C:34](=[O:38])[C:33]3[C:28](=[CH:29][CH:30]=[CH:31][CH:32]=3)[C:27](=[O:39])[C:26]=2[CH:25]=1>>[CH:25]1[C:26]2[C:27](=[O:39])[C:28]3[C:33](=[CH:32][CH:31]=[CH:30][CH:29]=3)[C:34](=[O:38])[C:35]=2[CH:36]=[CH:37][C:24]=1[CH2:23][N:8]1[C:9]([C:10](=[O:19])[C:11]2[CH:12]=[C:13]([CH3:18])[CH:14]=[C:15]([CH3:17])[CH:16]=2)=[C:4]([CH:1]([CH3:3])[CH3:2])[C:5](=[O:21])[NH:6][C:7]1=[O:20]. Procedure: 5-Isopropyl-6-(3,5-dimethylbenzoyl)-2,4-pyrimidinedione and 2-chloromethyl anthraquinone were reacted by the same way with the example 1 to obtain the titled compound (193 mg, yield: 38.0%). Procedure: A solution of (4,5-dihydro-1H-benzo[g]indazol-3-ylmethyl)-trimethylammonium iodide (0.40 g), 4-isoquinolin-3-yl-piperazine dihydrochloride (0.31 g) and diisopropylethylamine (1.0 cm3) in DMF (5 cm3) was heated under argon at 80° C. for 48 hours. The mixture was cooled, then poured into water (50 cm3) and extracted with 50% diethyl ether-ethyl acetate (2×50 cm3). The organic extracts were dried (MgSO4), filtered and concentrated to give a brown oil that crystallised on standing. The material was ... The solvent is CN(C)C=O (DMF). Starting materials: O (water), [I-].N1N=C(C=2CCC3=C(C12)C=CC=C3)C[N+](C)(C)C ((4,5-dihydro-1H-benzo[g]indazol-3-ylmethyl)-trimethylammonium iodide), Cl.Cl.C1=NC(=CC2=CC=CC=C12)N1CCNCC1 (4-isoquinolin-3-yl-piperazine dihydrochloride), C(C)(C)N(CC)C(C)C (diisopropylethylamine). The product is C1=NC(=CC2=CC=CC=C12)N1CCN(CC1)CC1=NNC=2C3=C(CCC12)C=CC=C3 (3-(4-Isoquinolin-3-yl-piperazin-1-ylmethyl)-4,5-dihydro-1H-benzo[g]indazole). The yield is 8.9%. As a reaction SMILES: [I-].[NH:2]1[C:10]2[C:9]3[CH:11]=[CH:12][CH:13]=[CH:14][C:8]=3[CH2:7][CH2:6][C:5]=2[C:4]([CH2:15][N+:16]([CH3:19])([CH3:18])C)=[N:3]1.Cl.Cl.[CH:22]1[C:31]2[C:26](=[CH:27][CH:28]=[CH:29][CH:30]=2)[CH:25]=[C:24]([N:32]2[CH2:37]CNC[CH2:33]2)[N:23]=1.C(N(C(C)C)CC)(C)C.O>CN(C=O)C>[CH:22]1[C:31]2[C:26](=[CH:27][CH:28]=[CH:29][CH:30]=2)[CH:25]=[C:24]([N:32]2[CH2:37][CH2:18][N:16]([CH2:15][C:4]3[C:5]4[CH2:6][CH2:7][C:8]5[CH:14]=[CH:13][CH:12]=[CH:11][C:9]=5[C:10]=4[NH:2][N:3]=3)[CH2:19][CH2:33]2)[N:23]=1 |f:0.1,2.3.4|. Starting materials: [N-]1C=NC=C1.CC=1NC(=C(C(C1[N+](=O)[O-])C1=C(C=CC=C1)Cl)C(=O)O)C (1,4-dihydro-2,6-dimethyl-3-nitro-4-(2-chlorophenyl)-pyridine-5-carboxylic acid imidazolide), SC(C)O (mercaptoethanol), O1CCCC1 (tetrahydrofuran). Yields the product CC=1NC(=C(C(C1[N+](=O)[O-])C1=C(C=CC=C1)Cl)C(OCCO)=S)C (β-Hydroxy-ethyl 1,4-dihydro-2,6-dimethyl-3-nitro-4-(2-chlorophenyl)-pyridine-5-thiocarboxylate). Reaction SMILES: [N-]1C=CN=C1.[CH3:6][C:7]1[NH:8][C:9]([CH3:26])=[C:10]([C:23]([OH:25])=O)[CH:11]([C:16]2[CH:21]=[CH:20][CH:19]=[CH:18][C:17]=2[Cl:22])[C:12]=1[N+:13]([O-:15])=[O:14].[SH:27]C(O)C.[O:31]1CC[CH2:33][CH2:32]1>>[CH3:6][C:7]1[NH:8][C:9]([CH3:26])=[C:10]([C:23](=[S:27])[O:25][CH2:33][CH2:32][OH:31])[CH:11]([C:16]2[CH:21]=[CH:20][CH:19]=[CH:18][C:17]=2[Cl:22])[C:12]=1[N+:13]([O-:15])=[O:14] |f:0.1|. Reported procedure: 3 g of 1,4-dihydro-2,6-dimethyl-3-nitro-4-(2-chlorophenyl)-pyridine-5-carboxylic acid imidazolide are boiled in 12.5 ml of absolute tetrahydrofuran with 5 ml of mercaptoethanol for 7 hours. The mixture is concentrated, the concentrate is concentrated at 70° C. using an oil pump, the residue is dissolved in chloroform and the solution is washed twice with water, dried and concentrated. The resulting evaporation residue is purified over a silica gel column with a volume of 160 ml, using toluene an... Reactants: CN(C(=O)OC(C)(C)C)C1CCNCC1, COc1cc(F)ccc1[N+](=O)[O-]. Product: COc1cc(N2CCC(N(C)C(=O)OC(C)(C)C)CC2)ccc1[N+](=O)[O-]. As a reaction SMILES: [CH3:13][N:14]([C:15]([O:16][C:17]([CH3:18])([CH3:19])[CH3:20])=[O:21])[CH:22]1[CH2:23][CH2:24][NH:25][CH2:26][CH2:27]1.[F:1][c:2]1[cH:3][c:4]([O:11][CH3:12])[c:5]([N+:8](=[O:9])[O-:10])[cH:6][cH:7]1>>[c:2]1([N:25]2[CH2:24][CH2:23][CH:22]([N:14]([CH3:13])[C:15]([O:16][C:17]([CH3:18])([CH3:19])[CH3:20])=[O:21])[CH2:27][CH2:26]2)[cH:3][c:4]([O:11][CH3:12])[c:5]([N+:8](=[O:9])[O-:10])[cH:6][cH:7]1. Reactants: O=C([O-])[O-], CO, [K+], [K+], C[Si](C)(C)C#Cc1ccc(N)c(C#N)n1. Product: C#Cc1ccc(N)c(C#N)n1. Reaction SMILES: [C:16](=[O:17])([O-:18])[O-:19].[CH3:22][OH:23].[K+:20].[K+:21].[NH2:1][c:2]1[c:3]([C:14]#[N:15])[n:4][c:5]([C:8]#[C:9][Si:10]([CH3:11])([CH3:12])[CH3:13])[cH:6][cH:7]1>>[NH2:1][c:2]1[c:3]([C:14]#[N:15])[n:4][c:5]([C:8]#[CH:9])[cH:6][cH:7]1.